From a dataset of the Open Reaction Database (ORD), a public repository of structured organic reaction records. describe an organic reaction: reactants, conditions, products, and yield Starting materials: FC1=CC(=C(C=C1F)C1=C(C=NC=C1)N(C(C1=CC(=NC(=C1)C(F)(F)F)C(F)(F)F)=O)CCS(=O)(=O)C)OC (N-[4-(4,5-Difluoro-2-methoxy-phenyl)-pyridin-3-yl]-N-(2-methanesulfonyl-ethyl)-2,6-bis-trifluoromethyl-isonicotinamide), FC1=CC(=C(C=C1F)C1=C(C=NC=C1)N(C(C1=CC(=NC(=C1)C(F)(F)F)C(F)(F)F)=O)CCS(=O)(=O)C)OC (N-[4-(4,5-Difluoro-2-methoxy-phenyl)-pyridin-3-yl]-N-(2-methanesulfonyl-ethyl)-2,6-bis-trifluoromethyl-isonicotinamide), COC1=C(C=CC=C1OC)B(O)O (2,3-dimethoxyphenylboronic acid). Run in CCCCCCC.CCOC(=O)C (n-heptane EtOAc). Product: COC1=C(C=CC=C1OC)C1=C(C=NC=C1)NC ([4-(2,3-Dimethoxy-phenyl)-pyridin-3-yl]-methyl-amine). RXN SMILES: F[C:2]1[C:7](F)=[CH:6][C:5]([C:9]2[CH:14]=[CH:13][N:12]=[CH:11][C:10]=2[N:15]([CH2:32]CS(C)(=O)=O)C(=O)C2C=C(C(F)(F)F)N=C(C(F)(F)F)C=2)=[C:4]([O:38][CH3:39])[CH:3]=1.[CH3:40][O:41]C1C(OC)=CC=CC=1B(O)O>CCCCCCC.CCOC(C)=O>[CH3:39][O:38][C:4]1[C:3]([O:41][CH3:40])=[CH:2][CH:7]=[CH:6][C:5]=1[C:9]1[CH:14]=[CH:13][N:12]=[CH:11][C:10]=1[NH:15][CH3:32] |f:2.3|. Reported procedure: The title compound was prepared in analogy to example 72, from (4-iodo-pyridin-3-yl)-methyl-amine (example 98, intermediate b) and 2,3-dimethoxyphenylboronic acid (CAS RN 28611-39-4) and using a gradient of n-heptane:EtOAc (100:0 to 30:70) for the chromatographic purification. Light yellow solid (79%). MS (ESI): m/z=245.128 [M+H]+.